This data is from the Open Reaction Database (ORD), a public repository of structured organic reaction records. The task is: describe an organic reaction: reactants, conditions, products, and yield Reactants: C1CCOC1, CO, COC(=O)C1=Cc2cc(C3=NNN(C)N3)ccc2OCC1, [Na+], [OH-]. The product is CN1NN=C(c2ccc3c(c2)C=C(C(=O)O)CCO3)N1. As a reaction SMILES: [CH2:1]1[O:2][CH2:3][CH2:4][CH2:5]1.[CH3:29][OH:30].[CH3:6][N:7]1[NH:8][C:9]([c:12]2[cH:13][cH:14][c:15]3[c:16]([cH:26]2)[CH:17]=[C:18]([C:22](=[O:23])[O:24][CH3:25])[CH2:19][CH2:20][O:21]3)=[N:10][NH:11]1.[Na+:28].[OH-:27]>>[CH3:6][N:7]1[NH:8][C:9]([c:12]2[cH:13][cH:14][c:15]3[c:16]([cH:26]2)[CH:17]=[C:18]([C:22](=[O:23])[OH:24])[CH2:19][CH2:20][O:21]3)=[N:10][NH:11]1. The reactants are CCO, Cl, CC(C)(C)C(=O)CSC(F)F, NO, [Na+], [Na+], O=C([O-])[O-], O. The product is CC(C)(C)C(CSC(F)F)=NO. Reaction SMILES: [CH3:22][CH2:23][OH:24].[ClH:12].[F:1][CH:2]([S:3][CH2:4][C:5]([C:6]([CH3:7])([CH3:8])[CH3:9])=[O:10])[F:11].[NH2:13][OH:14].[Na+:15].[Na+:16].[O-:17][C:18](=[O:19])[O-:20].[OH2:21]>>[F:1][CH:2]([S:3][CH2:4][C:5]([C:6]([CH3:7])([CH3:8])[CH3:9])=[N:13][OH:14])[F:11].